This data is from the Open Reaction Database (ORD), a public repository of structured organic reaction records. The task is: describe an organic reaction: reactants, conditions, products, and yield The reactants are N(=[N+]=[N-])CC=1SC=C(N1)C#N (2-azidomethyl-thiazole-4-carbonitrile), C1(=CC=CC=C1)P(C1=CC=CC=C1)C1=CC=CC=C1 (triphenylphosphine). The solvent is C1CCOC1 (THF), O (water). Conditions: time 18 hour. Yields the product NCC=1SC=C(N1)C#N (2-Aminomethyl-thiazole-4-carbonitrile). Yield: 92.1%. Reaction SMILES: [N:1]([CH2:4][C:5]1[S:6][CH:7]=[C:8]([C:10]#[N:11])[N:9]=1)=[N+]=[N-].C1(P(C2C=CC=CC=2)C2C=CC=CC=2)C=CC=CC=1>C1COCC1.O>[NH2:1][CH2:4][C:5]1[S:6][CH:7]=[C:8]([C:10]#[N:11])[N:9]=1. Reported procedure: To a magnetically stirred solution of 2-azidomethyl-thiazole-4-carbonitrile (1.3 g, 7.8 mmol) in a mixture of THF (40 mL) and water (4 mL) was added triphenylphosphine (3.10 g, 11.8 mmol) portionwise with ice-bath cooling. After the addition was complete, the mixture was stirred for an additional 18 h at room temperature and extracted with 3% hydrochloric acid (10 mL). The resultant aqueous solution was extracted with ether, basified to pH=12 with 3N NaOH, extracted into ethyl acetate (3×), and ... Reactants: O=S(Cl)Cl, c1ccccc1, OC1c2ccccc2CCc2ccccc21. Product: ClC1c2ccccc2CCc2ccccc21. RXN SMILES: [S:1]([Cl:2])([Cl:3])=[O:4].[cH:21]1[cH:22][cH:23][cH:24][cH:25][cH:26]1.[cH:5]1[cH:6][cH:7][cH:8][c:9]2[c:15]1[CH2:14][CH2:13][c:12]1[c:11]([cH:19][cH:18][cH:17][cH:16]1)[CH:10]2[OH:20]>>[Cl:3][CH:10]1[c:9]2[cH:8][cH:7][cH:6][cH:5][c:15]2[CH2:14][CH2:13][c:12]2[c:11]1[cH:19][cH:18][cH:17][cH:16]2. The reactants are CCOC(=O)C1CN(Cc2cc(-c3cc(-c4ccc(CC(C)C)cc4)no3)cs2)C1, C1COCCO1, CO, CC(=O)O, [Na+], [OH-], O. The product is CC(C)Cc1ccc(-c2cc(-c3csc(CN4CC(C(=O)O)C4)c3)on2)cc1. Reaction SMILES: [CH2:1]([CH:2]([CH3:3])[CH3:4])[c:5]1[cH:6][cH:7][c:8](-[c:11]2[n:12][o:13][c:14](-[c:16]3[cH:17][c:18]([CH2:21][N:22]4[CH2:23][CH:24]([C:26](=[O:27])[O:28][CH2:29][CH3:30])[CH2:25]4)[s:19][cH:20]3)[cH:15]2)[cH:9][cH:10]1.[CH2:39]1[O:40][CH2:41][CH2:42][O:43][CH2:44]1.[CH3:33][OH:34].[CH3:35][C:36](=[O:37])[OH:38].[Na+:32].[OH-:31].[OH2:45]>>[CH2:1]([CH:2]([CH3:3])[CH3:4])[c:5]1[cH:6][cH:7][c:8](-[c:11]2[n:12][o:13][c:14](-[c:16]3[cH:17][c:18]([CH2:21][N:22]4[CH2:23][CH:24]([C:26](=[O:27])[OH:28])[CH2:25]4)[s:19][cH:20]3)[cH:15]2)[cH:9][cH:10]1. Starting materials: BrC1=NC=CC=C1 (2-bromopyridine), C(CCC)[Li] (n-butyllithium), C[Sn](C)(C)Cl (trimethyltin chloride), C1CCOC1 (THF). The solvent is CCOCC (ether), CCOCC (ether). Reaction conditions: time 2 hour. Product: C[Sn](C1=NC=CC=C1)(C)C (2-Trimethylstannylpyridine). Isolated yield 51.0%. Reaction SMILES: C([Li])CCC.Br[C:7]1[CH:12]=[CH:11][CH:10]=[CH:9][N:8]=1.[CH3:13][Sn:14](Cl)([CH3:16])[CH3:15].C1COCC1>CCOCC>[CH3:13][Sn:14]([CH3:16])([CH3:15])[C:7]1[CH:12]=[CH:11][CH:10]=[CH:9][N:8]=1. Procedure details: A solution of 15.7 mL of 1.6M n-butyllithium (25.1 mmol) in anhydrous ether (25 mL) was stirred under Ar at -78° C. and to this was added a solution of 2-bromopyridine (3.97 g, 25.1 mmol) in anhydrous ether (12.5 mL). The resulting orange solution was stirred for 2 h, and trimethyltin chloride in THF (26.0 mmol, 26 and, 1.0M) added over 30 min. The reaction was stirred for 1 h at -78° C. then warmed to room temperature over 1 h, filtered and the filtrate evaporated. Distillation afforded 3.1 g (... Procedure: The procedure of Example I s repeated using 21.33 g of dibenzylhydroxylamine, 9.46 g of aqueous formaldehyde (37%) solution and 16.92 g of diphenylamine, to afford the title compound as a colorless liquid with a mass spectrum, NMR and IR consistent with the desired structure. As a reaction SMILES: [CH2:1]([N:8]([CH2:10][C:11]1[CH:16]=[CH:15][CH:14]=[CH:13][CH:12]=1)[OH:9])[C:2]1[CH:7]=[CH:6][CH:5]=[CH:4][CH:3]=1.[CH2:17]=O.[C:19]1([NH:25][C:26]2[CH:31]=[CH:30][CH:29]=[CH:28][CH:27]=2)[CH:24]=[CH:23][CH:22]=[CH:21][CH:20]=1>>[CH2:10]([N:8]([CH2:1][C:2]1[CH:3]=[CH:4][CH:5]=[CH:6][CH:7]=1)[O:9][CH2:17][N:25]([C:19]1[CH:20]=[CH:21][CH:22]=[CH:23][CH:24]=1)[C:26]1[CH:27]=[CH:28][CH:29]=[CH:30][CH:31]=1)[C:11]1[CH:16]=[CH:15][CH:14]=[CH:13][CH:12]=1. Reactants: C(C1=CC=CC=C1)N(O)CC1=CC=CC=C1 (dibenzylhydroxylamine), C=O (formaldehyde), C1(=CC=CC=C1)NC1=CC=CC=C1 (diphenylamine). Product: C(C1=CC=CC=C1)N(OCN(C1=CC=CC=C1)C1=CC=CC=C1)CC1=CC=CC=C1 ([N,N-Dibenzylaminoxymethyl]diphenylamine).